This data is from the Open Reaction Database (ORD), a public repository of structured organic reaction records. The task is: describe an organic reaction: reactants, conditions, products, and yield Reactants: CC(C)=NO (propan-2-one oxime), CC(C)([O-])C.[K+] (potassium t-butoxide), [Si](C1=CC=CC=C1)(C1=CC=CC=C1)(C(C)(C)C)OCC=1C(=C(C(=C(C1)C(C)=O)F)F)F (1-(5-((tert-butyldiphenylsilyloxy)methyl)-2,3,4-trifluorophenyl)ethanone), [Si](C1=CC=CC=C1)(C1=CC=CC=C1)(C(C)(C)C)OCC=1C(=C(C(=C(C1)C(C)=O)F)F)F (1-(5-((tert-butyldiphenylsilyloxy)methyl)-2,3,4-trifluorophenyl)ethanone). Solvent: C1CCOC1 (THF), C1CCOC1 (THF). Run at time 2 hour. The product is FC1=C(C2=C(C(=NO2)C)C=C1CO)F ((6,7-difluoro-3-methyl-1,2-benzisoxazol-5-yl)methanol). As a reaction SMILES: [CH3:1][C:2](=[N:4][OH:5])[CH3:3].CC(C)([O-])C.[K+].[Si](OCC1[C:32](F)=[C:33]([F:41])[C:34]([F:40])=[C:35]([C:37](=[O:39])C)[CH:36]=1)(C(C)(C)C)(C1C=CC=CC=1)C1C=CC=CC=1>C1COCC1>[F:40][C:34]1[C:35]([CH2:37][OH:39])=[CH:36][C:1]2[C:2]([CH3:3])=[N:4][O:5][C:32]=2[C:33]=1[F:41] |f:1.2|. Reported procedure: To a stirred solution of propan-2-one oxime (1.73 g, 23.7 mmol) in THF (25 ml) was added potassium t-butoxide (1M solution in THF, 23.8 mL) at 0° C. under nitrogen atmosphere and the mixture was stirred with warming to room temperature for 1 hour. The mixture was cooled to −78° C. and a solution of 1-(5-((tert-butyldiphenylsilyloxy)methyl)-2,3,4-trifluorophenyl)ethanone (Intermediate 332, 3.0 g, 6.8 mmol) in THF (15 mL) was added to the mixture and stirred for 20 minutes at −78° C. then at −20° ... As a reaction SMILES: [Cl:1][CH2:2][c:3]1[n:4]([CH2:15][CH3:16])[c:5]2[c:6]([n:7]1)[cH:8][cH:9][c:10]([C:12]([CH3:13])=[O:14])[cH:11]2.[Cl:33][CH2:34][Cl:35].[K+:27].[K+:28].[O-:29][C:30]([O-:31])=[O:32].[O:36]=[CH:37][N:38]([CH3:39])[CH3:40].[nH:17]1[c:18](-[c:22]2[s:23][cH:24][cH:25][n:26]2)[n:19][cH:20][cH:21]1>>[CH2:2]([c:3]1[n:4]([CH2:15][CH3:16])[c:5]2[c:6]([n:7]1)[cH:8][cH:9][c:10]([C:12]([CH3:13])=[O:14])[cH:11]2)[n:17]1[c:18](-[c:22]2[s:23][cH:24][cH:25][n:26]2)[n:19][cH:20][cH:21]1. Reactants: CCn1c(CCl)nc2ccc(C(C)=O)cc21, ClCCl, [K+], [K+], O=C([O-])[O-], CN(C)C=O, c1c[nH]c(-c2nccs2)n1. Yields the product CCn1c(Cn2ccnc2-c2nccs2)nc2ccc(C(C)=O)cc21. Reactants: CC(C)[N-]C(C)C, [Li+], COC(=O)C1CCOCC1, C1CCOC1, CC(=O)c1cccc(-c2ccccc2)c1O. Yields the product O=C(CC(=O)C1CCOCC1)c1cccc(-c2ccccc2)c1O. Reaction SMILES: [CH:1]([N-:2][CH:3]([CH3:4])[CH3:5])([CH3:6])[CH3:7].[Li+:8].[O:25]1[CH2:26][CH2:27][CH:28]([C:31](=[O:32])[O:33][CH3:34])[CH2:29][CH2:30]1.[O:35]1[CH2:36][CH2:37][CH2:38][CH2:39]1.[OH:9][c:10]1[c:11](-[c:19]2[cH:20][cH:21][cH:22][cH:23][cH:24]2)[cH:12][cH:13][cH:14][c:15]1[C:16]([CH3:17])=[O:18]>>[OH:9][c:10]1[c:11](-[c:19]2[cH:20][cH:21][cH:22][cH:23][cH:24]2)[cH:12][cH:13][cH:14][c:15]1[C:16]([CH2:17][C:31]([CH:28]1[CH2:27][CH2:26][O:25][CH2:30][CH2:29]1)=[O:32])=[O:18]. The reactants are [BH4-], COC(=O)C(=CC1CCCCC1)c1ccc(S(C)(=O)=O)c(C(F)(F)F)c1, CO, [Na+], Cl[Ni]Cl, O, O, O, O, O, O. Product: COC(=O)C(CC1CCCCC1)c1ccc(S(C)(=O)=O)c(C(F)(F)F)c1. RXN SMILES: [BH4-:27].[CH3:1][O:2][C:3]([C:4](=[CH:5][CH:6]1[CH2:7][CH2:8][CH2:9][CH2:10][CH2:11]1)[c:12]1[cH:13][c:14]([C:22]([F:23])([F:24])[F:25])[c:15]([S:18](=[O:19])(=[O:20])[CH3:21])[cH:16][cH:17]1)=[O:26].[CH3:29][OH:30].[Na+:28].[Ni:37]([Cl:38])[Cl:39].[OH2:31].[OH2:32].[OH2:33].[OH2:34].[OH2:35].[OH2:36]>>[CH3:1][O:2][C:3]([CH:4]([CH2:5][CH:6]1[CH2:7][CH2:8][CH2:9][CH2:10][CH2:11]1)[c:12]1[cH:13][c:14]([C:22]([F:23])([F:24])[F:25])[c:15]([S:18](=[O:19])(=[O:20])[CH3:21])[cH:16][cH:17]1)=[O:26]. Reactants: 3, N1([C@H](C(=O)O)CCC1)C(=O)OC(C)(C)C (N-Boc-L-Pro-OH), C(C)(C)N(CC)C(C)C (diisopropylethylamine). The product is C(=O)[C@H]1N(CCC1)C(=O)OC(C)(C)C ((S)-tert-butyl 2-formylpyrrolidine-1-carboxylate). Run in C(C)#N (acetonitrile). Isolated yield 124.2%. Procedure: A mixture of 3 (11.80 g, 38.8 mmol), N-Boc-L-Pro-OH (10.02 g, 46.6 mmol), and diisopropylethylamine (7.02 g, 54.3 mmol) in acetonitrile (200 mL) was stirred at 50° C. for 10 h. The solvent was evaporated and the residue was partitioned between methylene chloride and H2O. The organic layer was separated and concentrated to dryness. The crude product was purified by silica gel column chromatography (hexanes/ethyl acetate=1/7 to 1/4 (v/v)) to provide 4 (11.53 g, 68% yield) as a white solid. 1H NMR ... RXN SMILES: [N:1]1([C:9]([O:11][C:12]([CH3:15])([CH3:14])[CH3:13])=[O:10])[CH2:8][CH2:7][CH2:6][C@H:2]1[C:3](O)=[O:4].C(N(C(C)C)CC)(C)C>C(#N)C>[CH:3]([C@@H:2]1[CH2:6][CH2:7][CH2:8][N:1]1[C:9]([O:11][C:12]([CH3:15])([CH3:14])[CH3:13])=[O:10])=[O:4]. Reaction conditions: temperature 50 celsius, time 10 hour. Reactants: CO, CCOC(C)=O, O=[N+]([O-])c1ccc(-c2nc(-c3cccc(Cl)c3)co2)cc1, O, O, Cl[Sn]Cl. The product is Nc1ccc(-c2nc(-c3cccc(Cl)c3)co2)cc1. RXN SMILES: [CH3:27][OH:28].[CH3:29][CH2:30][O:31][C:32](=[O:33])[CH3:34].[Cl:1][c:2]1[cH:3][c:4](-[c:8]2[n:9][c:10](-[c:13]3[cH:14][cH:15][c:16]([N+:19]([O-:20])=[O:21])[cH:17][cH:18]3)[o:11][cH:12]2)[cH:5][cH:6][cH:7]1.[OH2:22].[OH2:23].[Sn:24]([Cl:25])[Cl:26]>>[Cl:1][c:2]1[cH:3][c:4](-[c:8]2[n:9][c:10](-[c:13]3[cH:14][cH:15][c:16]([NH2:19])[cH:17][cH:18]3)[o:11][cH:12]2)[cH:5][cH:6][cH:7]1. Starting materials: FC1=C(OC2=CC(N(C2)[C@H](C(=O)O)CC(C)C)=O)C=CC=C1C(C)(C)O ((S)-2-{4-[2-fluoro-3-(1-hydroxy-1-methyl-ethyl)-phenoxy]-2-oxo-2,5-dihydro-pyrrol-1-yl}-4-methyl-pentanoic acid), NC1=NC=CN=C1 (2-aminopyrazine), C(=O)(N1C=NC=C1)N1C=NC=C1 (carbonyldiimidazole). The solvent is CN(C=O)C (N,N-dimethylformamide). Product: N1=C(C=NC=C1)NC([C@H](CC(C)C)N1C(C=C(C1)OC1=C(C(=CC=C1)C(C)(C)O)F)=O)=O ((S)-2-{4-[2-fluoro-3-(1-hydroxy-1-methyl-ethyl)-phenoxy]-2-oxo-2,5-dihydro-pyrrol-1-yl}-4-methyl-pentanoic acid pyrazin-2-ylamide). The yield is 52.6%. Reaction SMILES: [F:1][C:2]1[C:22]([C:23]([OH:26])([CH3:25])[CH3:24])=[CH:21][CH:20]=[CH:19][C:3]=1[O:4][C:5]1[CH2:9][N:8]([C@@H:10]([CH2:14][CH:15]([CH3:17])[CH3:16])[C:11]([OH:13])=O)[C:7](=[O:18])[CH:6]=1.[NH2:27][C:28]1[CH:33]=[N:32][CH:31]=[CH:30][N:29]=1.C(N1C=CN=C1)(N1C=CN=C1)=O>CN(C)C=O>[N:29]1[CH:30]=[CH:31][N:32]=[CH:33][C:28]=1[NH:27][C:11](=[O:13])[C@@H:10]([N:8]1[CH2:9][C:5]([O:4][C:3]2[CH:19]=[CH:20][CH:21]=[C:22]([C:23]([OH:26])([CH3:24])[CH3:25])[C:2]=2[F:1])=[CH:6][C:7]1=[O:18])[CH2:14][CH:15]([CH3:16])[CH3:17]. Reported procedure: A solution of (S)-2-{4-[2-fluoro-3-(1-hydroxy-1-methyl-ethyl)-phenoxy]-2-oxo-2,5-dihydro-pyrrol-1-yl}-4-methyl-pentanoic acid (prepared as in Example 143, 400 mg, 1.10 mmol), 2-aminopyrazine (208 mg, 2.18 mmol) and carbonyldiimidazole (186 mg, 1.15 mmol) in N,N-dimethylformamide (2 mL) was stirred at room temperature for 12 h. At this time the mixture was transferred to an Emrys Optimizer microwave tube and microwaved at 120° C. for 5 h. The mixture was concentrated in vacuo and the residue part... Reactants: Bas 1966, CC(C(C)=O)CC (3-methylpentan-2-one), C(C)OC#CC (1-ethoxypropyne), P(O)(O)(O)=O (phosphoric acid), CC(C(=O)OCC)=C(C(CC)C)C (ethyl 2,3,4-trimethylhex-2-enoate), [OH-].[K+] (potassium hydroxide), [OH-].[K+] (potassium hydroxide). Run in O (water), C(C)O.O (ethanol water). Yields the product CC(C(=O)OCC)=C(C(CC)C)C (ethyl 2,3,4-trimethylhex-2-enoate), CC(C(=O)O)=C(C(CC)C)C (2,3,4-trimethylhex-2-enoic acid). The yield is 152.3%. As a reaction SMILES: CC(CC)C(=O)C.C(OC#CC)C.[CH3:14][C:15](=[C:21]([CH3:26])[CH:22]([CH3:25])[CH2:23][CH3:24])[C:16]([O:18][CH2:19][CH3:20])=[O:17].[OH-].[K+].P(=O)(O)(O)O>C(O)C.O.O>[CH3:14][C:15](=[C:21]([CH3:26])[CH:22]([CH3:25])[CH2:23][CH3:24])[C:16]([O:18][CH2:19][CH3:20])=[O:17].[CH3:14][C:15](=[C:21]([CH3:26])[CH:22]([CH3:25])[CH2:23][CH3:24])[C:16]([OH:18])=[O:17] |f:3.4,6.7|. Procedure details: Using the procedure of example 1 and the general procedure of H. Vieregge, H. M. Schmidt, J. Renema, H. J. T. Bos and J. F. Arends (Recl. Trav. Chim. Pays-Bas 1966, 85(9-10), 929-951], ethyl 2,3,4-trimethylhex-2-enoate was prepared by the addition of 3-methylpentan-2-one to 1-ethoxypropyne in 46 percent yield. 5.83 g (31.7 mmol) of this ethyl 2,3,4-trimethylhex-2-enoate were dissolved in 100 ml of ethanol/water (1:1) and then 2.93 g (44.4 mmol) of 86 percent strength potassium hydroxide were add...